From a dataset of the Open Reaction Database (ORD), a public repository of structured organic reaction records. describe an organic reaction: reactants, conditions, products, and yield The reactants are COC1=CC=C(C=C1)C(C=1C=C(C=CC1)N)NCCCC1=CC=CC=C1 (3-[(4-methoxyphenyl)-(3-phenylpropylamino)methyl]phenylamine), COC=1C(C(C1OC)=O)=O (3,4-dimethoxy-3-cyclobutene-1,2-dione). Solvent: CO (methanol). Yields the product COC=1C(C(C1NC1=CC(=CC=C1)C(NCCCC1=CC=CC=C1)C1=CC=C(C=C1)OC)=O)=O (3-Methoxy-4-{3-[(4-methoxyphenyl)-(3-phenylpropylamino)methyl]phenylamino}-3-cyclobutene-1,2-dione). Reaction SMILES: [CH3:1][O:2][C:3]1[CH:8]=[CH:7][C:6]([CH:9]([NH:17][CH2:18][CH2:19][CH2:20][C:21]2[CH:26]=[CH:25][CH:24]=[CH:23][CH:22]=2)[C:10]2[CH:11]=[C:12]([NH2:16])[CH:13]=[CH:14][CH:15]=2)=[CH:5][CH:4]=1.[CH3:27][O:28][C:29]1[C:30](=O)[C:31](=[O:35])[C:32]=1[O:33]C>CO>[CH3:27][O:28][C:29]1[C:32](=[O:33])[C:31](=[O:35])[C:30]=1[NH:16][C:12]1[CH:13]=[CH:14][CH:15]=[C:10]([CH:9]([C:6]2[CH:5]=[CH:4][C:3]([O:2][CH3:1])=[CH:8][CH:7]=2)[NH:17][CH2:18][CH2:19][CH2:20][C:21]2[CH:22]=[CH:23][CH:24]=[CH:25][CH:26]=2)[CH:11]=1. Procedure details: In a similar manner to that described in Example (1c), a solution of 3-[(4-methoxyphenyl)-(3-phenylpropylamino)methyl]phenylamine (2.02 g) [prepared as described in step (b) above] in methanol (40 ml) and 3,4-dimethoxy-3-cyclobutene-1,2-dione were reacted, to afford the title compound (1.82 g) as yellow foamy solid. Procedure: 1,4-dihydroxyanthraquinone; anthraquinone; 2-methylanthraquinone, The product is C1=CC=CC=2OC3=CC=CC=C3C(C12)=O (9-xanthenone). As a reaction SMILES: O[C:2]1[C:15]2C(=O)[C:13]3[C:8](=[CH:9][CH:10]=[CH:11][CH:12]=3)[C:7](=[O:17])[C:6]=2[C:5]([OH:18])=[CH:4][CH:3]=1.C1C2C(=O)C3C(=CC=CC=3)C(=O)C=2C=CC=1.CC1C=CC2C(=O)C3C(=CC=CC=3)C(=O)C=2C=1>>[CH:15]1[C:6]2[C:7](=[O:17])[C:8]3[C:13](=[CH:12][CH:11]=[CH:10][CH:9]=3)[O:18][C:5]=2[CH:4]=[CH:3][CH:2]=1. The reactants are OC1=CC=C(C=2C(C3=CC=CC=C3C(C12)=O)=O)O (1,4-dihydroxyanthraquinone), C1=CC=CC=2C(C3=CC=CC=C3C(C12)=O)=O (anthraquinone), CC1=CC=2C(C3=CC=CC=C3C(C2C=C1)=O)=O (2-methylanthraquinone). Yields the product C(C)N(S(=O)(=O)C1=CC=C(C=C1)C)CCCCl (N-Ethyl-N-(3-chloropropyl)-p-toluenesulfonamide). Isolated yield 42.0%. The reactants are C(C)NS(=O)(=O)C1=CC=C(C=C1)C (N-ethyl-p-toluenesulfonamide), [H-].[Na+] (sodium hydride), ice water, ClCCCCl (1,3-dichloropropane). Run at temperature 53 celsius. The solvent is CN(C)C=O (DMF). Reported procedure: To N-ethyl-p-toluenesulfonamide (5.01 g, 0.0251 mol) in DMF (50 mL) in a dry flask is added sodium hydride (80% in oil, 0.93 g, 0.031 mol). After gas evolution subsides, 1,3-dichloropropane (22.48 g, 0.199 mol) is added. The mixture is heated at 53° C. for 10 h then cooled and poured into ice water (300 mL), which is extracted twice with ether. The combined extracts are washed with 1% sodium bisulfite, water (3×), and brine. Removal of solvent by rotary evaporation then Kugelrohr distillation gi... RXN SMILES: [CH2:1]([NH:3][S:4]([C:7]1[CH:12]=[CH:11][C:10]([CH3:13])=[CH:9][CH:8]=1)(=[O:6])=[O:5])[CH3:2].[H-].[Na+].[Cl:16][CH2:17][CH2:18][CH2:19]Cl>CN(C=O)C>[CH2:1]([N:3]([CH2:19][CH2:18][CH2:17][Cl:16])[S:4]([C:7]1[CH:12]=[CH:11][C:10]([CH3:13])=[CH:9][CH:8]=1)(=[O:6])=[O:5])[CH3:2] |f:1.2|. Reactants: CCCCCCCCCCCCCCCCCC(=O)NCCO (stearic acid monoethanolamide), [Na] (sodium), CCCCCCCCCC=1C=CC(=CC1)O (nonylphenol). The product is C(CCCCCCCCCCCCCCCCC)(=O)O (Stearic acid). Reaction SMILES: [CH3:1][CH2:2][CH2:3][CH2:4][CH2:5][CH2:6][CH2:7][CH2:8][CH2:9][CH2:10][CH2:11][CH2:12][CH2:13][CH2:14][CH2:15][CH2:16][CH2:17][C:18](NCCO)=[O:19].[Na].CCCCCCCCCC1C=CC([OH:40])=CC=1>>[C:18]([OH:19])(=[O:40])[CH2:17][CH2:16][CH2:15][CH2:14][CH2:13][CH2:12][CH2:11][CH2:10][CH2:9][CH2:8][CH2:7][CH2:6][CH2:5][CH2:4][CH2:3][CH2:2][CH3:1] |^1:23|. Procedure: (a-4) Mixture of 8 parts of stearic acid monoethanolamide (1:1) and 2 parts of sodium salt of nonylphenol-EO(4) sulfate The reactants are ClC1=CC=C(C=C1)C1(N(C(C2=CC=CC=C12)=O)CC1=CC=C(C=C1)[N+](=O)[O-])O (3-(4-chlorophenyl)-3-hydroxy-2-(4-nitrobenzyl)-2,3-dihydroisoindol-1-one), C1(=CC(=CC=C1)CO)CO (1,3-benzenedimethanol). The product is ClC1=CC=C(C=C1)C1(N(C(C2=CC=CC=C12)=O)CC1=CC=C(C=C1)[N+](=O)[O-])OCC1=CC(=CC=C1)CO (3-(4-Chlorophenyl)-3-(3-hydroxymethylbenzyloxy)-2-(4-nitrobenzyl)-2,3-dihydroisoindol-1-one). The yield is 55.3%. As a reaction SMILES: [Cl:1][C:2]1[CH:7]=[CH:6][C:5]([C:8]2([OH:28])[C:16]3[C:11](=[CH:12][CH:13]=[CH:14][CH:15]=3)[C:10](=[O:17])[N:9]2[CH2:18][C:19]2[CH:24]=[CH:23][C:22]([N+:25]([O-:27])=[O:26])=[CH:21][CH:20]=2)=[CH:4][CH:3]=1.[C:29]1([CH2:37]O)[CH:34]=[CH:33][CH:32]=[C:31]([CH2:35][OH:36])[CH:30]=1>>[Cl:1][C:2]1[CH:7]=[CH:6][C:5]([C:8]2([O:28][CH2:37][C:29]3[CH:34]=[CH:33][CH:32]=[C:31]([CH2:35][OH:36])[CH:30]=3)[C:16]3[C:11](=[CH:12][CH:13]=[CH:14][CH:15]=3)[C:10](=[O:17])[N:9]2[CH2:18][C:19]2[CH:24]=[CH:23][C:22]([N+:25]([O-:27])=[O:26])=[CH:21][CH:20]=2)=[CH:4][CH:3]=1. Reported procedure: The named compound was synthesised from 3-(4-chlorophenyl)-3-hydroxy-2-(4-nitrobenzyl)-2,3-dihydroisoindol-1-one (541 mg, 1.37 mmol, 1 equiv.) and 1,3-benzenedimethanol (946 mg, 6.85 mmol, 5 equiv.) using General Procedure A and obtained as a white solid (390 mg, 75%). 1H NMR (300 MHz, CDCl3): 8.01-7.90 (m, 3H, O2N—C—CH and C(O)═C═CH), 7.62-7.53 (m, 2H, Ar—H), 7.39-7.17 (m, 9H, Ar—H), 6.95-6.91 (m, 2H, Ar—H), 4.80 and 4.13 (d: AB, J=15.0 Hz, 2H, N—CH2), 4.64 (d, J=5.1 Hz, CH2—OH), 3.93 and 3.73 ... Reactants: COc1ccc([N+](=O)[O-])cn1, CC(=O)O, C1CCOC1, O=S(=O)(CCl)c1ccccc1. Yields the product COc1ccc([N+](=O)[O-])c(CS(=O)(=O)c2ccccc2)n1. As a reaction SMILES: [CH3:12][O:13][c:14]1[n:15][cH:16][c:17]([N+:20](=[O:21])[O-:22])[cH:18][cH:19]1.[CH3:23][C:24](=[O:25])[OH:26].[O:27]1[CH2:28][CH2:29][CH2:30][CH2:31]1.[c:1]1([S:7](=[O:8])(=[O:9])[CH2:10][Cl:11])[cH:2][cH:3][cH:4][cH:5][cH:6]1>>[c:1]1([S:7](=[O:8])(=[O:9])[CH2:10][c:16]2[n:15][c:14]([O:13][CH3:12])[cH:19][cH:18][c:17]2[N+:20](=[O:21])[O-:22])[cH:2][cH:3][cH:4][cH:5][cH:6]1. Reactants: CC1=C(N=C(O1)C1=CC=CC=C1)CCC=1OC=C(N1)COC=1C=C(C=CC1)CC(=O)OC (methyl 2-[3-[[2-[2-(5-methyl-2-phenyl-4-oxazolyl)ethyl]-4-oxazolyl]methoxy]phenyl]acetate), O1CCCC1 (tetrahydrofuran), [OH-].[Na+] (sodium hydroxide), Cl (Hydrochloric acid). The solvent is CO (methanol), O (water). Conditions: temperature 50 celsius, time 1 hour. The product is CC1=C(N=C(O1)C1=CC=CC=C1)CCC=1OC=C(N1)COC=1C=C(C=CC1)CC(=O)O (2-[3-[[2-[2-(5-methyl-2-phenyl-4-oxazolyl)ethyl]-4-oxazolyl]methoxy]phenyl]acetic acid). Yield: 79.0%. RXN SMILES: [CH3:1][C:2]1[O:6][C:5]([C:7]2[CH:12]=[CH:11][CH:10]=[CH:9][CH:8]=2)=[N:4][C:3]=1[CH2:13][CH2:14][C:15]1[O:16][CH:17]=[C:18]([CH2:20][O:21][C:22]2[CH:23]=[C:24]([CH2:28][C:29]([O:31]C)=[O:30])[CH:25]=[CH:26][CH:27]=2)[N:19]=1.O1CCCC1.[OH-].[Na+].Cl>O.CO>[CH3:1][C:2]1[O:6][C:5]([C:7]2[CH:8]=[CH:9][CH:10]=[CH:11][CH:12]=2)=[N:4][C:3]=1[CH2:13][CH2:14][C:15]1[O:16][CH:17]=[C:18]([CH2:20][O:21][C:22]2[CH:23]=[C:24]([CH2:28][C:29]([OH:31])=[O:30])[CH:25]=[CH:26][CH:27]=2)[N:19]=1 |f:2.3|. Procedure: To a mixture of methyl 2-[3-[[2-[2-(5-methyl-2-phenyl-4-oxazolyl)ethyl]-4-oxazolyl]methoxy]phenyl]acetate (0.34 g), tetrahydrofuran (2 mL) and methanol (2 mL) was added a 1N aqueous sodium hydroxide solution (2 mL) and the mixture was stirred at 50° C. for 1 hr. 1N Hydrochloric acid and water were added to acidify the reaction mixture, and the mixture was extracted with ethyl acetate. The organic layer was washed with saturated brine, dried over anhydrous magnesium sulfate and concentrated to gi... Reactants: CN1N=C(C=C1C(=O)NN)C (2,5-dimethyl-2H-pyrazole-3-carboxylic acid hydrazide), CCCCCCC (n-heptane), C(C)(=O)OCC (ethyl acetate). Solvent: ClC(=O)OC(Cl)(Cl)Cl (trichloromethyl chloroformate). Product: CN1N=C(C=C1C1=NNC(O1)=O)C (5-(2,5-Dimethyl-2H-pyrazol-3-yl)-3H-[1,3,4]oxadiazol-2-one). RXN SMILES: [CH3:1][N:2]1[C:6]([C:7]([NH:9][NH2:10])=[O:8])=[CH:5][C:4]([CH3:11])=[N:3]1.CCCCCCC.[C:19](OCC)(=[O:21])C>ClC(OC(Cl)(Cl)Cl)=O>[CH3:1][N:2]1[C:6]([C:7]2[O:8][C:19](=[O:21])[NH:10][N:9]=2)=[CH:5][C:4]([CH3:11])=[N:3]1. Procedure details: After suspending 2,5-dimethyl-2H-pyrazole-3-carboxylic acid hydrazide (CAS 89187-40-6) (1.15 g) in ethyl acetate (10 ml), trichloromethyl chloroformate (0.90 ml) was added dropwise while stirring on ice. Upon completion of the dropwise addition, the mixture was heated to reflux overnight. It was then allowed to cool, n-heptane (10 ml) was added to the reaction mixture, and the precipitate was collected by filtration to obtain the title compound (1.58 g). The reactants are Cc1noc(NC(=O)Oc2ccccc2)c1C, CC#N, CCN(C(C)C)C(C)C, Cl, FC(F)(F)c1ccc(Oc2cccc(C=C3CCNCC3)c2)cc1, Cc1noc(N)c1C. The product is Cc1noc(NC(=O)N2CCC(=Cc3cccc(Oc4ccc(C(F)(F)F)cc4)c3)CC2)c1C. RXN SMILES: [CH3:26][c:27]1[n:28][o:29][c:30]([NH:33][C:34]([O:35][c:37]2[cH:38][cH:39][cH:40][cH:41][cH:42]2)=[O:36])[c:31]1[CH3:32].[CH3:60][C:61]#[N:62].[CH:51]([N:52]([CH:53]([CH3:54])[CH3:55])[CH2:56][CH3:57])([CH3:58])[CH3:59].[ClH:1].[F:2][C:3]([c:4]1[cH:5][cH:6][c:7]([O:8][c:9]2[cH:10][c:11]([CH:12]=[C:13]3[CH2:14][CH2:15][NH:16][CH2:17][CH2:18]3)[cH:19][cH:20][cH:21]2)[cH:22][cH:23]1)([F:24])[F:25].[NH2:43][c:44]1[o:45][n:46][c:47]([CH3:48])[c:49]1[CH3:50]>>[F:2][C:3]([c:4]1[cH:5][cH:6][c:7]([O:8][c:9]2[cH:10][c:11]([CH:12]=[C:13]3[CH2:14][CH2:15][N:16]([C:34]([NH:33][c:30]4[o:29][n:28][c:27]([CH3:26])[c:31]4[CH3:32])=[O:35])[CH2:17][CH2:18]3)[cH:19][cH:20][cH:21]2)[cH:22][cH:23]1)([F:24])[F:25]. Starting materials: [Al+3], COCCl, [Cl-], [Cl-], [Cl-], O=Cc1cc([N+](=O)[O-])ccc1O, O. Product: O=Cc1cc([N+](=O)[O-])cc(CCl)c1O. As a reaction SMILES: [Al+3:18].[CH3:13][O:14][CH2:15][Cl:16].[Cl-:17].[Cl-:19].[Cl-:20].[N+:1](=[O:2])([O-:3])[c:4]1[cH:5][cH:6][c:7]([OH:12])[c:8]([CH:9]=[O:10])[cH:11]1.[OH2:21]>>[N+:1](=[O:2])([O-:3])[c:4]1[cH:5][c:6]([CH2:15][Cl:16])[c:7]([OH:12])[c:8]([CH:9]=[O:10])[cH:11]1.